From a dataset of the Open Reaction Database (ORD), a public repository of structured organic reaction records. describe an organic reaction: reactants, conditions, products, and yield Reaction SMILES: [C:19]([CH3:20])([CH3:21])([CH3:22])[Si:23]([CH3:24])([CH3:25])[Cl:26].[NH2:1][c:2]1[s:3][c:4]([C:9](=[O:10])[O:11][CH2:12][CH3:13])[c:5]([CH2:7][OH:8])[n:6]1.[O:27]=[CH:28][N:29]([CH3:30])[CH3:31].[nH:14]1[cH:15][cH:16][n:17][cH:18]1>>[NH2:1][c:2]1[s:3][c:4]([C:9](=[O:10])[O:11][CH2:12][CH3:13])[c:5]([CH2:7][O:8][Si:23]([C:19]([CH3:20])([CH3:21])[CH3:22])([CH3:24])[CH3:25])[n:6]1. Starting materials: CC(C)(C)[Si](C)(C)Cl, CCOC(=O)c1sc(N)nc1CO, CN(C)C=O, c1c[nH]cn1. Yields the product CCOC(=O)c1sc(N)nc1CO[Si](C)(C)C(C)(C)C. The yield is 36.9%. Procedure: To a stirred solution of 3-methyl-2-thiophenecarboxylic acid (6.00 g, 42.20 mmol) in tetrahydrofuran (90 mL) under nitrogen atmosphere at −78° C. was added dropwise n-butyllithium (2.5 M solution in hexanes, 40.5 mL, 101.2 mmol). The resulting reaction mixture was stirred at the same temperature for 1 h, and then bromine (3.00 mL, 58.38 mmol) was added dropwise. After 1 h at −78° C. the cooling bath was removed, and the mixture was allowed to warm to ambient temperature during 1 h, and then quen... Run at time 1 hour. Reaction SMILES: [CH3:1][C:2]1[CH:6]=[CH:5][S:4][C:3]=1[C:7]([OH:9])=[O:8].C([Li])CCC.[Br:15]Br>O1CCCC1>[Br:15][C:5]1[S:4][C:3]([C:7]([OH:9])=[O:8])=[C:2]([CH3:1])[CH:6]=1. The solvent is O1CCCC1 (tetrahydrofuran). Starting materials: CC1=C(SC=C1)C(=O)O (3-methyl-2-thiophenecarboxylic acid), C(CCC)[Li] (n-butyllithium), BrBr (bromine). The product is BrC1=CC(=C(S1)C(=O)O)C (5-bromo-3-methylthiophene-2-carboxylic acid). As a reaction SMILES: [Br:1][c:2]1[c:3]([O:4][CH2:5][C:6]2([OH:16])[c:7]3[cH:8][n:9][cH:10][n:11][c:12]3[CH2:13][CH2:14][CH2:15]2)[cH:17][c:18]([O:21][CH3:22])[cH:19][cH:20]1.[P:23]([Cl:24])([Cl:25])([Cl:26])=[O:27].[cH:28]1[cH:29][cH:30][n:31][cH:32][cH:33]1>>[Br:1][c:2]1[c:3]([O:4][CH2:5][C:6]2=[CH:15][CH2:14][CH2:13][c:12]3[c:7]2[cH:8][n:9][cH:10][n:11]3)[cH:17][c:18]([O:21][CH3:22])[cH:19][cH:20]1. The product is COc1ccc(Br)c(OCC2=CCCc3ncncc32)c1. Starting materials: COc1ccc(Br)c(OCC2(O)CCCc3ncncc32)c1, O=P(Cl)(Cl)Cl, c1ccncc1. The reactants are C(=O)C=1C(=C(C=CC1)NC(OCC1=CC=CC=C1)=O)C (benzyl 3-formyl-2-methylphenylcarbamate), [N+](=O)([O-])C (nitromethane), C(C)(=O)[O-].[NH4+] (ammonium acetate), C(C)(=O)O (acetic acid). Reaction conditions: temperature 90 celsius, time 30 minute. The product is CC1=C(C=CC=C1\C=C\[N+](=O)[O-])NC(OCC1=CC=CC=C1)=O ((E)-Benzyl 2-methyl-3-(2-nitrovinyl)phenylcarbamate). Yield: 71.7%. RXN SMILES: [CH:1]([C:3]1[C:4]([CH3:20])=[C:5]([NH:9][C:10](=[O:19])[O:11][CH2:12][C:13]2[CH:18]=[CH:17][CH:16]=[CH:15][CH:14]=2)[CH:6]=[CH:7][CH:8]=1)=O.[N+:21]([CH3:24])([O-:23])=[O:22].C([O-])(=O)C.[NH4+].C(O)(=O)C>>[CH3:20][C:4]1[C:3](/[CH:1]=[CH:24]/[N+:21]([O-:23])=[O:22])=[CH:8][CH:7]=[CH:6][C:5]=1[NH:9][C:10](=[O:19])[O:11][CH2:12][C:13]1[CH:18]=[CH:17][CH:16]=[CH:15][CH:14]=1 |f:2.3|. Procedure: A mixture of benzyl 3-formyl-2-methylphenylcarbamate (4.968 g, 18.45 mmol), nitromethane (2.478 mL, 46.1 mmol), and ammonium acetate (3.56 g, 46.1 mmol) in acetic acid (70 mL, 1223 mmol) was heated at 90° C. for 4.5 hr. The acetic acid was removed under vacuum. To the residue was added water (100 mL), and the mixture was stirred at room temperature for 30 min. The insoluble material was collected with suction filtration. The filter cake was mixed with water (100 mL) and the aqueous mixture was a... Starting materials: FC=1C=C2C=C(NC2=CC1)CN1CCN(CCC1)C(=O)OC(C)(C)C (tert-butyl 4-[(5-fluoro-1H-indol-2-yl)methyl]-1,4-diazepane-1-carboxylate), C(=O)(C(F)(F)F)O (TFA). The solvent is C(Cl)Cl (CH2Cl2). Reaction conditions: time 1 hour. Yields the product N1(CCNCCC1)CC=1NC2=CC=C(C=C2C1)F (2-(1,4-diazepan-1-ylmethyl)-5-fluoro-1H-indole). As a reaction SMILES: [F:1][C:2]1[CH:3]=[C:4]2[C:8](=[CH:9][CH:10]=1)[NH:7][C:6]([CH2:11][N:12]1[CH2:18][CH2:17][CH2:16][N:15](C(OC(C)(C)C)=O)[CH2:14][CH2:13]1)=[CH:5]2.C(O)(C(F)(F)F)=O>C(Cl)Cl>[N:12]1([CH2:11][C:6]2[NH:7][C:8]3[C:4]([CH:5]=2)=[CH:3][C:2]([F:1])=[CH:10][CH:9]=3)[CH2:18][CH2:17][CH2:16][NH:15][CH2:14][CH2:13]1. Reported procedure: The product from Example 11B (0.48 g, 1.40 mmol) in CH2Cl2 (20 mL) was treated with TFA (20 mL) and stirred for 1 hour. The mixture was concentrated under reduced pressure and the residue was purified by flash chromatography (10% MeOH/CH2Cl2/1% NH4OH) to provide the title compound. 1H NMR (CD3OD, 300 MHz) δ 1.85–1.98(m, 4H), 2.58–2.68(m, 2H), 3.45–3.57 (m, 4H), 3.67(s, 2H), 6.25(s, 1H), 6.75–6.90(m, 1H), 7.10–7.25(m, 2H); MS (DCI/NH3) m/z 248 (M+H)+.